Task: describe an organic reaction: reactants, conditions, products, and yield. Dataset: the Open Reaction Database (ORD), a public repository of structured organic reaction records Starting materials: Cc1ccccc1, ClCCl, COc1ccc(C(C)(Cl)C(F)(F)F)cc1, O. Yields the product COc1ccc(C(C)(C)C(F)(F)F)cc1. As a reaction SMILES: [CH3:19][c:20]1[cH:21][cH:22][cH:23][cH:24][cH:25]1.[Cl:16][CH2:17][Cl:18].[Cl:1][C:2]([C:3]([F:4])([F:5])[F:6])([CH3:7])[c:8]1[cH:9][cH:10][c:11]([O:14][CH3:15])[cH:12][cH:13]1.[OH2:26]>>[C:2]([C:3]([F:4])([F:5])[F:6])([CH3:7])([c:8]1[cH:9][cH:10][c:11]([O:14][CH3:15])[cH:12][cH:13]1)[CH3:17]. Reactants: C(=O)([O-])[O-].[K+].[K+] (K2CO3), O=S(Cl)Cl (SOCl2), C(C)OC(C(C(=O)C1=CC(=CC=C1)F)NC(C)=O)=O (2-acetylamino-3-(3-fluoro-phenyl)-3-oxo-propionic acid ethyl ester), O=S(Cl)Cl (SOCl2). Run in C(Cl)(Cl)Cl (CHCl3). Product: C(C)OC(=O)C=1N=C(OC1C1=CC(=CC=C1)F)C (5-(3-fluoro-phenyl)-2-methyl-oxazole-4-carboxylic Acid Ethyl Ester). RXN SMILES: O=S(Cl)Cl.[CH2:5]([O:7][C:8](=[O:23])[CH:9]([NH:19][C:20](=[O:22])[CH3:21])[C:10]([C:12]1[CH:17]=[CH:16][CH:15]=[C:14]([F:18])[CH:13]=1)=O)[CH3:6].C([O-])([O-])=O.[K+].[K+]>C(Cl)(Cl)Cl>[CH2:5]([O:7][C:8]([C:9]1[N:19]=[C:20]([CH3:21])[O:22][C:10]=1[C:12]1[CH:17]=[CH:16][CH:15]=[C:14]([F:18])[CH:13]=1)=[O:23])[CH3:6] |f:2.3.4|. Procedure details: At 0° C. SOCl2 (0.88 mmol) is added to a stirred solution of 2-acetylamino-3-(3-fluoro-phenyl)-3-oxo-propionic acid ethyl ester (0.63 mmol) in CHCl3 (0.38 mL). After 30 min the mixture is heated to reflux for 60 min. An additional portion of SOCl2 (0.16 mmol) is added and the mixture is heated to reflux for further 60 min. An aq. K2CO3 solution (1.0 M) is added, the layers are separated and the aq. layer is extracted twice with ether. The combined organic layers are washed with water, dried over... Reactants: II, C1(C(C(C(C(C1O)O)O)O)O)O (myoinositol), C(C1=CN=CC=C1)(=O)O (nicotinic acid), CC1=C(SC=[N+]1CC=2C=NC(=NC2N)C)CCO.Cl.[Cl-] (thiamine hydrochloride), CC1=C(C(=C(C=N1)CO)CO)O.Cl (pyridoxine hydrochloride). Reagents/catalysts: Cl[Hg]Cl (HgCl2). Solvent: C(C)O (ethanol). Run at time 10 minute. Product: ClC1=C(OCC(=O)O)C=CC(=C1)Cl (2,4-dichlorophenoxyacetic acid). RXN SMILES: [CH:1]1(O)[CH:6]([OH:7])[CH:5](O)[CH:4](O)[CH:3](O)[CH:2]1O.CC1[N+](CC2C=NC(C)=NC=2N)=CSC=1CCO.[ClH:31].[Cl-:32].CC1N=CC(CO)=C(CO)C=1O.Cl.[C:46]([OH:54])(=[O:53])[C:47]1C=CC=NC=1>Cl[Hg]Cl.C(O)C>[Cl:31][C:1]1[CH:2]=[C:3]([Cl:32])[CH:4]=[CH:5][C:6]=1[O:7][CH2:47][C:46]([OH:54])=[O:53] |f:1.2.3,4.5|. Procedure details: In a preferred embodiment of the process the roots are cut into 4-7 mm small explants; are sterilized by treatment with 1% cetabelon (v/v) for a period of about 5-15 minutes, then with 70% (V/v) ethanol for 30 sec., followed by treatment with 0.1% HgCl2 (w/v) for about 1-2 min. The basal medium in step (a) is modified Murashige and Skoog's (1962) medium supplemented with 200 mg/l myoinositol, 10 mg/l each of thiamine hydrochloride and pyridoxine hydrochloride and 5 mg/l of nicotinic acid (Medium... The reactants are Fc1cccc(OC2CCN(c3ncccc3Br)CC2)c1, CC1CN(Cc2cc[nH]n2)CCN1C(=O)OCc1ccccc1, CC1CN(Cc2ccn(-c3cccnc3N3CCC(Oc4ccc(F)cc4)CC3)n2)CC(C)N1C(=O)C(F)(F)F. Yields the product CC1CN(Cc2ccn(-c3cccnc3N3CCC(Oc4cccc(F)c4)CC3)n2)CCN1C(=O)OCc1ccccc1. As a reaction SMILES: [Br:64][c:65]1[c:66]([N:71]2[CH2:72][CH2:73][CH:74]([O:77][c:78]3[cH:79][c:80]([F:84])[cH:81][cH:82][cH:83]3)[CH2:75][CH2:76]2)[n:67][cH:68][cH:69][cH:70]1.[CH3:41][CH:42]1[N:43]([C:54](=[O:55])[O:56][CH2:57][c:58]2[cH:59][cH:60][cH:61][cH:62][cH:63]2)[CH2:44][CH2:45][N:46]([CH2:48][c:49]2[n:50][nH:51][cH:52][cH:53]2)[CH2:47]1.[F:1][c:2]1[cH:3][cH:4][c:5]([O:6][CH:7]2[CH2:8][CH2:9][N:10]([c:11]3[c:12](-[n:13]4[cH:14][cH:15][c:16]([CH2:17][N:18]5[CH2:19][CH:20]([CH3:21])[N:22]([C:23](=[O:24])[C:25]([F:26])([F:27])[F:28])[CH:29]([CH3:30])[CH2:31]5)[n:32]4)[cH:33][cH:34][cH:35][n:36]3)[CH2:37][CH2:38]2)[cH:39][cH:40]1>>[CH3:41][CH:42]1[N:43]([C:54](=[O:55])[O:56][CH2:57][c:58]2[cH:59][cH:60][cH:61][cH:62][cH:63]2)[CH2:44][CH2:45][N:46]([CH2:48][c:49]2[n:50][n:51](-[c:65]3[c:66]([N:71]4[CH2:72][CH2:73][CH:74]([O:77][c:78]5[cH:79][c:80]([F:84])[cH:81][cH:82][cH:83]5)[CH2:75][CH2:76]4)[n:67][cH:68][cH:69][cH:70]3)[cH:52][cH:53]2)[CH2:47]1.